The task is: describe an organic reaction: reactants, conditions, products, and yield. This data is from the Open Reaction Database (ORD), a public repository of structured organic reaction records. The reactants are CCCCCCCCCCCC, NC1CCCCC1N, [Cu]I, Cc1cc(C)cc(I)c1, [K+], [K+], O=C([O-])[O-], O=C1NC(=O)c2ccccc21, C1COCCO1. The product is Cc1cc(C)cc(N2C(=O)c3ccccc3C2=O)c1. Reaction SMILES: [CH3:26][CH2:27][CH2:28][CH2:29][CH2:30][CH2:31][CH2:32][CH2:33][CH2:34][CH2:35][CH2:36][CH3:37].[CH:18]1([NH2:19])[CH2:20][CH2:21][CH2:22][CH2:23][CH:24]1[NH2:25].[Cu:47][I:48].[I:38][c:39]1[cH:40][c:41]([CH3:46])[cH:42][c:43]([CH3:45])[cH:44]1.[K+:12].[K+:13].[O-:14][C:15]([O-:16])=[O:17].[O:1]=[C:2]1[NH:3][C:4](=[O:5])[c:6]2[cH:7][cH:8][cH:9][cH:10][c:11]21.[O:49]1[CH2:50][CH2:51][O:52][CH2:53][CH2:54]1>>[O:1]=[C:2]1[N:3]([c:39]2[cH:40][c:41]([CH3:46])[cH:42][c:43]([CH3:45])[cH:44]2)[C:4](=[O:5])[c:6]2[cH:7][cH:8][cH:9][cH:10][c:11]21. Starting materials: OCC1=CC=CC(=N1)NC(=S)N ((6-Hydroxymethyl-pyridin-2-yl)-thiourea), BrC(C(OC)OC)C1=CC=CC=C1 ((1-bromo-2,2-dimethoxy-ethyl)-benzene), BrC(C(OC)OC)C1=CC=CC=C1 ((1-bromo-2,2-dimethoxy-ethyl)-benzene), Cl (HCl), Cl (HCl), C(=O)([O-])[O-].[Na+].[Na+] (Na2CO3). Run in CCO (EtOH), O (water). Run at time 7 hour. Product: C1(=CC=CC=C1)C1=CN=C(S1)NC1=NC(=CC=C1)CO ([2-(5-Phenyl-thiazol-2-ylamino)-pyridin-6-yl]-methanol). Reaction SMILES: [OH:1][CH2:2][C:3]1[N:8]=[C:7]([NH:9][C:10]([NH2:12])=[S:11])[CH:6]=[CH:5][CH:4]=1.Br[CH:14]([C:20]1[CH:25]=[CH:24][CH:23]=[CH:22][CH:21]=1)[CH:15](OC)OC.Cl.C([O-])([O-])=O.[Na+].[Na+]>CCO.O>[C:20]1([C:14]2[S:11][C:10]([NH:9][C:7]3[CH:6]=[CH:5][CH:4]=[C:3]([CH2:2][OH:1])[N:8]=3)=[N:12][CH:15]=2)[CH:25]=[CH:24][CH:23]=[CH:22][CH:21]=1 |f:3.4.5|. Procedure details: (6-Hydroxymethyl-pyridin-2-yl)-thiourea (6-3) 1.05 g (5.73 mmol) and (1-bromo-2,2-dimethoxy-ethyl)-benzene (2.11 g, 8.60 mmol) were stirred in 18 mL EtOH. Concentrated HCl (aq), 6 mL, was added and the mixture was heated to reflux. After 7 h, additional (1-bromo-2,2-dimethoxy-ethyl)-benzene (1.05 g, 4.30 mmol) and conc HCl (aq), 3 mL were added. The reaction was then heated at reflux for an additional 14.5 h. The reaction was poured into 120 mL water and the pH was adjusted to 7 with Na2CO3 (s)....